This data is from the Open Reaction Database (ORD), a public repository of structured organic reaction records. The task is: describe an organic reaction: reactants, conditions, products, and yield The reactants are O=c1[nH]c(=O)n(CCCBr)c2ccccc12, O=C([O-])[O-], CN(C)C=O, [K+], [K+], O, c1ccc(C(c2ccccc2)N2CCNCC2)cc1. The product is O=c1[nH]c(=O)n(CCCN2CCN(C(c3ccccc3)c3ccccc3)CC2)c2ccccc12. As a reaction SMILES: [Br:1][CH2:2][CH2:3][CH2:4][n:5]1[c:6](=[O:16])[nH:7][c:8](=[O:15])[c:9]2[cH:10][cH:11][cH:12][cH:13][c:14]12.[C:36](=[O:37])([O-:38])[O-:39].[CH3:42][N:43]([CH3:44])[CH:45]=[O:46].[K+:40].[K+:41].[OH2:47].[c:17]1([CH:23]([N:24]2[CH2:25][CH2:26][NH:27][CH2:28][CH2:29]2)[c:30]2[cH:31][cH:32][cH:33][cH:34][cH:35]2)[cH:18][cH:19][cH:20][cH:21][cH:22]1>>[CH2:2]([CH2:3][CH2:4][n:5]1[c:6](=[O:16])[nH:7][c:8](=[O:15])[c:9]2[cH:10][cH:11][cH:12][cH:13][c:14]12)[N:27]1[CH2:26][CH2:25][N:24]([CH:23]([c:17]2[cH:18][cH:19][cH:20][cH:21][cH:22]2)[c:30]2[cH:31][cH:32][cH:33][cH:34][cH:35]2)[CH2:29][CH2:28]1.